Dataset: the Open Reaction Database (ORD), a public repository of structured organic reaction records. Task: describe an organic reaction: reactants, conditions, products, and yield Starting materials: [Na] (sodium), Cl (hydrochloric acid), C(CC(=O)OCC)(=O)OCC (diethyl malonate), ClC1=NC(=C(C#N)C=C1)NCC (6-chloro-2-ethylaminonicotinonitrile). Run in O (water), C(C)O (ethanol). Conditions: time 5 minute. Yields the product C(C)OC(=O)C=1C(N(C2=NC(=CC=C2C1N)Cl)CC)=O (4-Amino-7-Chloro-1-Ethyl-1,2-Dihydro-2-Oxo-1,8-Naphthyridine-3-Carboxylic Acid Ethyl Ester). As a reaction SMILES: [Na].[C:2]([O:10]CC)(=O)[CH2:3][C:4]([O:6][CH2:7][CH3:8])=[O:5].[Cl:13][C:14]1[CH:21]=[CH:20][C:17]([C:18]#[N:19])=[C:16]([NH:22][CH2:23][CH3:24])[N:15]=1.Cl>O.C(O)C>[CH2:7]([O:6][C:4]([C:3]1[C:2](=[O:10])[N:22]([CH2:23][CH3:24])[C:16]2[C:17]([C:18]=1[NH2:19])=[CH:20][CH:21]=[C:14]([Cl:13])[N:15]=2)=[O:5])[CH3:8] |^1:0|. Reported procedure: To a solution of 2.07 g. (0.09 g. atom) of sodium in 75 ml. of ethanol is added 14.4 g. (0.09 mole) of diethyl malonate. The solution is stirred at room temperature for 5 minutes and then 5.4 g. (0.03 mole) of 6-chloro-2-ethylaminonicotinonitrile is added. The mixture is heated under reflux for about 6 hours. The mixture is cooled and diluted with 75 ml. of water and acidified with conc. hydrochloric acid. The precipitate which forms is collected and air dried to give the title compound. The reactants are Cc1c(Cl)c2c(=O)n(Cc3ccccc3)cnc2n(C)c1=O, CC1(C)c2cccc(P(c3ccccc3)c3ccccc3)c2Oc2c(P(c3ccccc3)c3ccccc3)cccc21, CC(C)(C)[O-], Nc1ccc([N+](=O)[O-])cc1F, [Na+], O=C(C=Cc1ccccc1)C=Cc1ccccc1, O=C(C=Cc1ccccc1)C=Cc1ccccc1, C1COCCO1, O=C(C=Cc1ccccc1)C=Cc1ccccc1, [Pd], [Pd]. Yields the product Cc1c(Nc2ccc([N+](=O)[O-])cc2F)c2c(=O)n(Cc3ccccc3)cnc2n(C)c1=O. As a reaction SMILES: [CH2:1]([c:2]1[cH:3][cH:4][cH:5][cH:6][cH:7]1)[n:8]1[cH:9][n:10][c:11]2[c:12]([c:13]1=[O:14])[c:15]([Cl:22])[c:16]([CH3:21])[c:17](=[O:20])[n:18]2[CH3:19].[CH3:34][C:35]1([CH3:36])[c:37]2[cH:38][cH:39][cH:40][c:41]([P:42]([c:43]3[cH:44][cH:45][cH:46][cH:47][cH:48]3)[c:49]3[cH:50][cH:51][cH:52][cH:53][cH:54]3)[c:55]2[O:56][c:57]2[c:58]1[cH:59][cH:60][cH:61][c:62]2[P:63]([c:64]1[cH:65][cH:66][cH:67][cH:68][cH:69]1)[c:70]1[cH:71][cH:72][cH:73][cH:74][cH:75]1.[CH3:76][C:77]([CH3:78])([O-:79])[CH3:80].[F:23][c:24]1[c:25]([NH2:26])[cH:27][cH:28][c:29]([N+:31](=[O:32])[O-:33])[cH:30]1.[Na+:81].[O:108]=[C:109]([CH:110]=[CH:111][c:112]1[cH:113][cH:114][cH:115][cH:116][cH:117]1)[CH:118]=[CH:119][c:120]1[cH:121][cH:122][cH:123][cH:124][cH:125]1.[O:126]=[C:127]([CH:128]=[CH:129][c:130]1[cH:131][cH:132][cH:133][cH:134][cH:135]1)[CH:136]=[CH:137][c:138]1[cH:139][cH:140][cH:141][cH:142][cH:143]1.[O:82]1[CH2:83][CH2:84][O:85][CH2:86][CH2:87]1.[O:90]=[C:91]([CH:92]=[CH:93][c:94]1[cH:95][cH:96][cH:97][cH:98][cH:99]1)[CH:100]=[CH:101][c:102]1[cH:103][cH:104][cH:105][cH:106][cH:107]1.[Pd:88].[Pd:89]>>[CH2:1]([c:2]1[cH:3][cH:4][cH:5][cH:6][cH:7]1)[n:8]1[cH:9][n:10][c:11]2[c:12]([c:13]1=[O:14])[c:15]([NH:26][c:25]1[c:24]([F:23])[cH:30][c:29]([N+:31](=[O:32])[O-:33])[cH:28][cH:27]1)[c:16]([CH3:21])[c:17](=[O:20])[n:18]2[CH3:19]. Starting materials: C1CS1 (ethylenesulfide), C1(=CC=C(C=C1)S(=O)(=O)O)C (p-toluenesulfonic acid), C1CS1 (ethylenesulfide), N1=CC=C(C=C1)C (4-picoline). Solvent: O (water), CCOCC (ether), C1=CC=CC=C1 (benzene). Conditions: temperature 23 celsius, time 30 minute. The product is C1(=CC=C(C=C1)S(=O)(=O)[O-])C.SCC[N+]1=CC=C(C=C1)C (1-(2-mercaptoethyl)-4-methylpyridinium p-toluenesulfonate). Yield: 90.0%. Reaction SMILES: [C:1]1([CH3:11])[CH:6]=[CH:5][C:4]([S:7]([OH:10])(=[O:9])=[O:8])=[CH:3][CH:2]=1.[N:12]1[CH:17]=[CH:16][C:15]([CH3:18])=[CH:14][CH:13]=1.[CH2:19]1[S:21][CH2:20]1>C1C=CC=CC=1.O.CCOCC>[C:1]1([CH3:11])[CH:2]=[CH:3][C:4]([S:7]([O-:10])(=[O:8])=[O:9])=[CH:5][CH:6]=1.[SH:21][CH2:20][CH2:19][N+:12]1[CH:17]=[CH:16][C:15]([CH3:18])=[CH:14][CH:13]=1 |f:6.7|. Procedure: To a suspension of p-toluenesulfonic acid (1.72 g, 0.01 mol) in benzene (6.5 mL) was added 4-picoline (1.17 mL, 0.012 mL). The resulting mixture was stirred under a nitrogen atmosphere at 23° C. for 30 min, treated with ethylenesulfide (0.65 mL, 0.011 mol) and stirred at 75° for 24 h. More ethylenesulfide (0.65 mL, 0.011 mol) was added and the stirring was continued at 75° C. for 24 h more. The reaction mixture was cooled to 23° C. and diluted with water (5 mL) and ether (8 mL). The aqueous laye... Starting materials: Cn1ncc(SCc2ccccc2)c(Cl)c1=O, O=C(OO)c1cccc(Cl)c1, ClCCl. Product: Cn1ncc(S(=O)Cc2ccccc2)c(Cl)c1=O. Reaction SMILES: [CH2:1]([c:2]1[cH:3][cH:4][cH:5][cH:6][cH:7]1)[S:8][c:9]1[c:10]([Cl:17])[c:11](=[O:16])[n:12]([CH3:15])[n:13][cH:14]1.[Cl:18][c:19]1[cH:20][cH:21][cH:22][c:23]([C:24]([O:25][OH:27])=[O:26])[cH:28]1.[Cl:29][CH2:30][Cl:31]>>[CH2:1]([c:2]1[cH:3][cH:4][cH:5][cH:6][cH:7]1)[S:8]([c:9]1[c:10]([Cl:17])[c:11](=[O:16])[n:12]([CH3:15])[n:13][cH:14]1)=[O:26]. The reactants are BrC=1C=C(C2=CN(N=C2C1)C1OCCCC1)[N+](=O)[O-] (6-Bromo-4-nitro-2-(tetrahydro-2H-pyran-2-yl)-2H-indazole), O1C(CCCC1)OC1=CC=C(C=C1)B(O)O ([4-(tetrahydro-2H-pyran-2-yloxy)phenyl]boronic acid), C(O)([O-])=O.[Na+] (sodium hydrogen carbonate), C(C)(C)O (isopropyl alcohol). Reagents/catalysts: C1=CC=C(C=C1)P([C-]2C=CC=C2)C3=CC=CC=C3.C1=CC=C(C=C1)P([C-]2C=CC=C2)C3=CC=CC=C3.Cl[Pd]Cl.[Fe+2] (Pd(dppf)Cl2). Solvent: C(C)(=O)OCC (ethyl acetate), O (water). Conditions: temperature 150 celsius. Yields the product [N+](=O)([O-])C=1C2=CN(N=C2C=C(C1)C1=CC=C(C=C1)OC1OCCCC1)C1OCCCC1 (4-Nitro-2-(tetrahydro-2H-pyran-2-yl)-6-[4-(tetrahydro-2H-pyran-2-yloxy)phenyl]-2H-indazole). As a reaction SMILES: Br[C:2]1[CH:3]=[C:4]([N+:17]([O-:19])=[O:18])[C:5]2[C:9]([CH:10]=1)=[N:8][N:7]([CH:11]1[CH2:16][CH2:15][CH2:14][CH2:13][O:12]1)[CH:6]=2.[O:20]1[CH2:25][CH2:24][CH2:23][CH2:22][CH:21]1[O:26][C:27]1[CH:32]=[CH:31][C:30](B(O)O)=[CH:29][CH:28]=1.C(=O)([O-])O.[Na+].C(O)(C)C>C1C=CC(P(C2C=CC=CC=2)[C-]2C=CC=C2)=CC=1.C1C=CC(P(C2C=CC=CC=2)[C-]2C=CC=C2)=CC=1.Cl[Pd]Cl.[Fe+2].C(OCC)(=O)C.O>[N+:17]([C:4]1[C:5]2[C:9]([CH:10]=[C:2]([C:30]3[CH:31]=[CH:32][C:27]([O:26][CH:21]4[CH2:22][CH2:23][CH2:24][CH2:25][O:20]4)=[CH:28][CH:29]=3)[CH:3]=1)=[N:8][N:7]([CH:11]1[CH2:16][CH2:15][CH2:14][CH2:13][O:12]1)[CH:6]=2)([O-:19])=[O:18] |f:2.3,5.6.7.8|. Reported procedure: 6-Bromo-4-nitro-2-(tetrahydro-2H-pyran-2-yl)-2H-indazole (500 mg, 1.53 mmol), Pd(dppf)Cl2 (125 mg, 0.153 mmol), [4-(tetrahydro-2H-pyran-2-yloxy)phenyl]boronic acid (511 mg, 2.3 mmol), saturated sodium hydrogen carbonate (aq) (3 ml) and isopropyl alcohol (12 ml) were added to each of 5 microwave vessels. All 5 reactions were heated at 150° C. for 10 mins in a Biotage microwave. The reaction mixtures were combined and water (250 ml) and ethyl acetate (250 ml) were added. The mixture was filtered a... Reactants: OC(C(=O)O)CCSC (2-hydroxy-4-(methylthio)butanoic acid), CSCCC(C(=O)O)O (Alimet), C (charcoal), C(CCCCCCC)O (1-octanol), S(=O)(=O)(O)[O-].[Na+] (sodium hydrogen sulfate). Solvent: O (water), C1(=CC=CC=C1)C (toluene). Yields the product OC(C(=O)OCCCCCCCC)CCSC (octyl 2-hydroxy-4-(methylthio)butanoate). RXN SMILES: [OH:1][CH:2]([CH2:6][CH2:7][S:8][CH3:9])[C:3]([OH:5])=[O:4].C.[CH2:11](O)[CH2:12][CH2:13][CH2:14][CH2:15][CH2:16][CH2:17][CH3:18].S([O-])(O)(=O)=O.[Na+]>O.C1(C)C=CC=CC=1>[OH:1][CH:2]([CH2:6][CH2:7][S:8][CH3:9])[C:3]([O:5][CH2:11][CH2:12][CH2:13][CH2:14][CH2:15][CH2:16][CH2:17][CH3:18])=[O:4] |f:3.4|. Reported procedure: To a multi-neck 5 L round bottom flask fitted with a mechanical stirrer, reflux condenser, and dean stark trap was added 2-hydroxy-4-(methylthio)butanoic acid (650 g, 4.33 mol, obtained for example by stirring Alimet over activated charcoal, filtering and concentrating in a rotovap), 1-octanol (845.4 g, 6.49 mol), sodium hydrogen sulfate (10.4 g, 86 mmol), and toluene (2.7 L).The resulting solution was heated to reflux with removal of water (˜146 mL) during the course of about 5.5 hours and the ...